describe an organic reaction: reactants, conditions, products, and yield From a dataset of the Open Reaction Database (ORD), a public repository of structured organic reaction records. The reactants are [H-].[Na+] (NaH), C(C=C)Br (allyl bromide), C(C)C1(C(NCCCC1)=O)C1=CC(=CC=C1)OC (3-ethyl-3-(3-methoxy-phenyl)-azepan-2-one), [H-].[Na+] (NaH), C(C=C)Br (Allyl bromide). Run in CN(C)C=O (DMF). Conditions: temperature 25 celsius, time 20 minute. The product is C(C=C)N1C(C(CCCC1)(C1=CC(=CC=C1)OC)CC)=O (1-allyl-3-ethyl-3-(3-methoxy-phenyl)-azepan-2-one). As a reaction SMILES: [CH2:1]([C:3]1([C:11]2[CH:16]=[CH:15][CH:14]=[C:13]([O:17][CH3:18])[CH:12]=2)[CH2:9][CH2:8][CH2:7][CH2:6][NH:5][C:4]1=[O:10])[CH3:2].[H-].[Na+].[CH2:21](Br)[CH:22]=[CH2:23]>CN(C=O)C>[CH2:23]([N:5]1[CH2:6][CH2:7][CH2:8][CH2:9][C:3]([CH2:1][CH3:2])([C:11]2[CH:16]=[CH:15][CH:14]=[C:13]([O:17][CH3:18])[CH:12]=2)[C:4]1=[O:10])[CH:22]=[CH2:21] |f:1.2|. Procedure: To a solution of 3-ethyl-3-(3-methoxy-phenyl)-azepan-2-one (as described in Example 8, Step A) (2.62 g, 10.6 mmol) in DMF (20 mL) at 0° C. was added NaH (0.47 g, 11.6 mmol) and the mixture was stirred for 20 min at 0° C. and 20 min at 25° C. Allyl bromide (1.1 mL, 12.7 mmol) was added. After 5 hr, additional NaH (0.12 g, 3 mmol) and allyl bromide (0.3 mL, 3.5 mmol) were added and stirring was continued for 16 hr. The reaction was quenched with H2O and the solvents removed in vacuo. The residue w... Reactants: CC(C)(C)N1C(=O)C(NC2CCNCC2)=C(c2ccccc2)S1(=O)=O, CCN(CC)P1(=NC(C)(C)C)N(C)CCCN1C, ClCCl, O=C(Cl)c1ccccc1C(F)(F)F. The product is CC(C)(C)N1C(=O)C(NC2CCN(C(=O)c3ccccc3C(F)(F)F)CC2)=C(c2ccccc2)S1(=O)=O. RXN SMILES: [C:1]([CH3:2])([CH3:3])([CH3:4])[N:5]1[S:6](=[O:24])(=[O:25])[C:7]([c:18]2[cH:19][cH:20][cH:21][cH:22][cH:23]2)=[C:8]([NH:11][CH:12]2[CH2:13][CH2:14][NH:15][CH2:16][CH2:17]2)[C:9]1=[O:10].[C:39]([N:40]=[P:41]1([N:42]([CH2:43][CH3:44])[CH2:45][CH3:46])[N:47]([CH3:48])[CH2:49][CH2:50][CH2:51][N:52]1[CH3:53])([CH3:54])([CH3:55])[CH3:56].[Cl:57][CH2:58][Cl:59].[F:26][C:27]([c:28]1[c:29]([C:30](=[O:31])[Cl:32])[cH:33][cH:34][cH:35][cH:36]1)([F:37])[F:38]>>[C:1]([CH3:2])([CH3:3])([CH3:4])[N:5]1[S:6](=[O:24])(=[O:25])[C:7]([c:18]2[cH:19][cH:20][cH:21][cH:22][cH:23]2)=[C:8]([NH:11][CH:12]2[CH2:13][CH2:14][N:15]([C:30]([c:29]3[c:28]([C:27]([F:26])([F:37])[F:38])[cH:36][cH:35][cH:34][cH:33]3)=[O:31])[CH2:16][CH2:17]2)[C:9]1=[O:10]. Reactants: CCO, O=C1Nc2cnc(Cl)nc2N(C2CCCC2)CC1(F)F, Cl, COc1cc(C(=O)O)ccc1N. Yields the product COc1cc(C(=O)O)ccc1Nc1ncc2c(n1)N(C1CCCC1)CC(F)(F)C(=O)N2. Reaction SMILES: [CH3:34][CH2:35][OH:36].[Cl:1][c:2]1[n:3][cH:4][c:5]2[c:6]([n:20]1)[N:7]([CH:15]1[CH2:16][CH2:17][CH2:18][CH2:19]1)[CH2:8][C:9]([F:13])([F:14])[C:10](=[O:12])[NH:11]2.[ClH:33].[NH2:21][c:22]1[c:23]([O:31][CH3:32])[cH:24][c:25]([C:26](=[O:27])[OH:28])[cH:29][cH:30]1>>[c:2]1([NH:21][c:22]2[c:23]([O:31][CH3:32])[cH:24][c:25]([C:26](=[O:27])[OH:28])[cH:29][cH:30]2)[n:3][cH:4][c:5]2[c:6]([n:20]1)[N:7]([CH:15]1[CH2:16][CH2:17][CH2:18][CH2:19]1)[CH2:8][C:9]([F:13])([F:14])[C:10](=[O:12])[NH:11]2. Starting materials: C(C)(C)(C)C1=C(C(=CC(=C1)O)C(C)(C)C)SC=1OC(=NN1)C1=NC=CC=C1 (2-(2,6-ditertbutyl-4-hydroxyphenyl)thio-5-(2-pyridyl)-1,3,4-oxadiazole), C1=CC(=CC(=C1)Cl)C(=O)OO (mCPBA), [O-]S(=O)(=S)[O-].[Na+].[Na+] (Na2S2O3), C(=O)([O-])[O-].[Na+].[Na+] (Na2CO3). Run in C(Cl)Cl (CH2Cl2), ClCl (Cl2). Reaction conditions: time 1.5 hour. The product is C(C)(C)(C)C1=C(C(=CC(=C1)O)C(C)(C)C)S(=O)C=1OC(=NN1)C1=NC=CC=C1 (2-(2,6-ditertbutyl-4-hyroxyphenyl)sulfinyl-5-(2-pyridyl)-1,3,4-oxadiazole). Yield: 69.3%. RXN SMILES: [C:1]([C:5]1[CH:10]=[C:9]([OH:11])[CH:8]=[C:7]([C:12]([CH3:15])([CH3:14])[CH3:13])[C:6]=1[S:16][C:17]1[O:18][C:19]([C:22]2[CH:27]=[CH:26][CH:25]=[CH:24][N:23]=2)=[N:20][N:21]=1)([CH3:4])([CH3:3])[CH3:2].C1C=C(Cl)C=C(C(OO)=[O:36])C=1.[O-]S([O-])(=S)=O.[Na+].[Na+].C([O-])([O-])=O.[Na+].[Na+]>C(Cl)Cl.ClCl>[C:12]([C:7]1[CH:8]=[C:9]([OH:11])[CH:10]=[C:5]([C:1]([CH3:2])([CH3:3])[CH3:4])[C:6]=1[S:16]([C:17]1[O:18][C:19]([C:22]2[CH:27]=[CH:26][CH:25]=[CH:24][N:23]=2)=[N:20][N:21]=1)=[O:36])([CH3:15])([CH3:14])[CH3:13] |f:2.3.4,5.6.7|. Procedure: To a solution of 2-(2,6-ditertbutyl-4-hydroxyphenyl)thio-5-(2-pyridyl)-1,3,4-oxadiazole (1.25 g, 0.00325 mol) in CH2Cl2 (30 ml) at rt was added dropwise a solution of mCPBA (1.04 g, 0.0039 mol, 65% pure) in CH2 Cl2 (25 ml) over 30 min. The reaction was stirred at rt for an additional 1.5 h and treated with sat aq. Na2S2O3 (5 ml) and sat. aq. Na2CO3 (20 ml). The organic layer was separated and the aqueous layer was extracted with CH2Cl2 (3×25 ml), dried (MgSO4) and the solvent evaporated in vacuo... Reactants: C(C)(C)(C)OC(=O)N1CCC(CC1)C(NC1=C(C=CC=C1)OC1=CC(=CC(=C1)Cl)Cl)=O (4-[2-(3,5-Dichloro-phenoxy)-phenylcarbamoyl]-piperidine-1-carboxylic acid tert-butyl ester). Solvent: Cl.O1CCOCC1 (HCl dioxane). Run at time 1 hour. Product: ClC=1C=C(OC2=C(C=CC=C2)NC(=O)C2CCNCC2)C=C(C1)Cl (Piperidine-4-carboxylic acid [2-(3,5-dichloro-phenoxy)-phenyl]-amide). As a reaction SMILES: C(OC([N:8]1[CH2:13][CH2:12][CH:11]([C:14](=[O:31])[NH:15][C:16]2[CH:21]=[CH:20][CH:19]=[CH:18][C:17]=2[O:22][C:23]2[CH:28]=[C:27]([Cl:29])[CH:26]=[C:25]([Cl:30])[CH:24]=2)[CH2:10][CH2:9]1)=O)(C)(C)C>Cl.O1CCOCC1>[Cl:29][C:27]1[CH:28]=[C:23]([CH:24]=[C:25]([Cl:30])[CH:26]=1)[O:22][C:17]1[CH:18]=[CH:19][CH:20]=[CH:21][C:16]=1[NH:15][C:14]([CH:11]1[CH2:12][CH2:13][NH:8][CH2:9][CH2:10]1)=[O:31] |f:1.2|. Procedure: 4-[2-(3,5-Dichloro-phenoxy)-phenylcarbamoyl]-piperidine-1-carboxylic acid tert-butyl ester (HVB01036, HVB01039 HVB01042, 1.09 g, 2.3 mmol) was dissolved in HCl/dioxane (4M, 18 ml), and stirred at room temperature for 1 h. The reaction mixture was evaporated to dryness, diluted with DCM (20 ml) and neutralised with sodium hydroxide (1M). Extracted with DCM, organic layers dried over anhydrous magnesium sulphate, and evaporated in-vacuo, 183 mg, 21%. m.p. 138-139° C., Rf. 0.3 (10% Methanol/DCM), 1... The product is Cc1cc2n(c1)Cc1ccc(Cl)cc1N=C2Cl. As a reaction SMILES: [CH2:23]([Cl:24])[Cl:25].[Cl:1][c:2]1[cH:3][c:4]2[c:5]([cH:16][cH:17]1)[CH2:6][n:7]1[c:8]([cH:12][c:13]([CH3:15])[cH:14]1)[C:9](=[O:11])[NH:10]2.[Cl:32][c:33]1[cH:34][cH:35][cH:36][cH:37][cH:38]1.[Na+:26].[Na+:27].[O-:28][C:29](=[O:30])[O-:31].[P:18]([Cl:19])([Cl:20])([Cl:21])=[O:22]>>[Cl:1][c:2]1[cH:3][c:4]2[c:5]([cH:16][cH:17]1)[CH2:6][n:7]1[c:8]([cH:12][c:13]([CH3:15])[cH:14]1)[C:9]([Cl:20])=[N:10]2. Reactants: ClCCl, Cc1cc2n(c1)Cc1ccc(Cl)cc1NC2=O, Clc1ccccc1, [Na+], [Na+], O=C([O-])[O-], O=P(Cl)(Cl)Cl. Reactants: C(C)OC(=O)C=1C(N(C2=NC(=CC=C2C1N1CCCC1)C)CC)=O (1-Ethyl-1,2-Dihydro-7-Methyl-2-Oxo-4-(1-Pyrrolidinyl)-1,8-Naphthridine-3-Carboxylic Acid Ethyl Ester), N1CCOCC1 (morpholine), C([O-])([O-])=O.[Na+].[Na+] (sodium carbonate). The solvent is C(C)O (ethanol). Yields the product C(C)OC(=O)C=1C(N(C2=NC(=CC=C2C1N1CCOCC1)C)CC)=O (1-Ethyl-1,2-Dihydro-7-Methyl-4-(4-Morpholinyl)-2-Oxo-1,8-Naphthyridine-3-Carboxylic Acid Ethyl Ester). As a reaction SMILES: [CH2:1]([O:3][C:4]([C:6]1[C:7](=[O:24])[N:8]([CH2:22][CH3:23])[C:9]2[C:14]([C:15]=1[N:16]1[CH2:20][CH2:19][CH2:18][CH2:17]1)=[CH:13][CH:12]=[C:11]([CH3:21])[N:10]=2)=[O:5])[CH3:2].N1CC[O:28]CC1.C(=O)([O-])[O-].[Na+].[Na+]>C(O)C>[CH2:1]([O:3][C:4]([C:6]1[C:7](=[O:24])[N:8]([CH2:22][CH3:23])[C:9]2[C:14]([C:15]=1[N:16]1[CH2:17][CH2:18][O:28][CH2:19][CH2:20]1)=[CH:13][CH:12]=[C:11]([CH3:21])[N:10]=2)=[O:5])[CH3:2] |f:2.3.4|. Procedure: A stirred mixture of 0.59 g. (0.002 mole) of 1-ethyl-1,2-dihydro-4-chloro-7-methyl-2-oxo-1,8-naphthyridine-3-carboxylic acid ethyl ester (Example 30), 0.17 g. (0.002 mole) of morpholine and 0.2 g. (0.002 mole) of sodium carbonate in 20 ml. of ethanol was heated under reflux for 4 hours. The mixture was filtered and the filtrate was diluted with water to the cloudy point. The precipitate which formed was collected, air dried and was recrystallized from heptane to afford 0.2 g. of product, m.p. 12... The reactants are CCOC(=O)Cc1cn(Cc2ccc(OCc3nc(-c4ccccc4)oc3C)cc2)nc1OCC, CCO, Cl, [Na+], C1CCOC1, [OH-]. Yields the product CCOc1nn(Cc2ccc(OCc3nc(-c4ccccc4)oc3C)cc2)cc1CC(=O)O. Reaction SMILES: [CH2:1]([CH3:2])[O:3][c:4]1[n:5][n:6]([CH2:15][c:16]2[cH:17][cH:18][c:19]([O:22][CH2:23][c:24]3[n:25][c:26](-[c:30]4[cH:31][cH:32][cH:33][cH:34][cH:35]4)[o:27][c:28]3[CH3:29])[cH:20][cH:21]2)[cH:7][c:8]1[CH2:9][C:10](=[O:11])[O:12][CH2:13][CH3:14].[CH3:44][CH2:45][OH:46].[ClH:43].[Na+:37].[O:38]1[CH2:39][CH2:40][CH2:41][CH2:42]1.[OH-:36]>>[CH2:1]([CH3:2])[O:3][c:4]1[n:5][n:6]([CH2:15][c:16]2[cH:17][cH:18][c:19]([O:22][CH2:23][c:24]3[n:25][c:26](-[c:30]4[cH:31][cH:32][cH:33][cH:34][cH:35]4)[o:27][c:28]3[CH3:29])[cH:20][cH:21]2)[cH:7][c:8]1[CH2:9][C:10](=[O:11])[OH:12]. Starting materials: O=C1CCC(=O)N1Br, ClCCl, O, NC(=O)Cc1ccccc1. The product is NC(=O)C(Br)c1ccccc1. As a reaction SMILES: [Br:11][N:12]1[C:13](=[O:14])[CH2:15][CH2:16][C:17]1=[O:18].[Cl:20][CH2:21][Cl:22].[OH2:19].[c:1]1([CH2:7][C:8](=[O:9])[NH2:10])[cH:2][cH:3][cH:4][cH:5][cH:6]1>>[c:1]1([CH:7]([C:8](=[O:9])[NH2:10])[Br:11])[cH:2][cH:3][cH:4][cH:5][cH:6]1.